This data is from the Open Reaction Database (ORD), a public repository of structured organic reaction records. The task is: describe an organic reaction: reactants, conditions, products, and yield Reactants: [Al+3], C1CCOC1, [H-], [H-], [H-], [H-], [Li+], Nc1ncc(-c2cnn(C3CNC(C(=O)O)C3)c2)cc1-c1nc2ccccc2s1. Product: Nc1ncc(-c2cnn(C3CNC(CO)C3)c2)cc1-c1nc2ccccc2s1. RXN SMILES: [Al+3:36].[CH2:30]1[O:31][CH2:32][CH2:33][CH2:34]1.[H-:35].[H-:38].[H-:39].[H-:40].[Li+:37].[NH2:1][c:2]1[c:3](-[c:21]2[s:22][c:23]3[c:24]([n:25]2)[cH:26][cH:27][cH:28][cH:29]3)[cH:4][c:5](-[c:8]2[cH:9][n:10][n:11]([CH:13]3[CH2:14][CH:15]([C:18](=[O:19])[OH:20])[NH:16][CH2:17]3)[cH:12]2)[cH:6][n:7]1>>[NH2:1][c:2]1[c:3](-[c:21]2[s:22][c:23]3[c:24]([n:25]2)[cH:26][cH:27][cH:28][cH:29]3)[cH:4][c:5](-[c:8]2[cH:9][n:10][n:11]([CH:13]3[CH2:14][CH:15]([CH2:18][OH:19])[NH:16][CH2:17]3)[cH:12]2)[cH:6][n:7]1.